Task: describe an organic reaction: reactants, conditions, products, and yield. Dataset: the Open Reaction Database (ORD), a public repository of structured organic reaction records Reactants: OC1=CC=C(C2=C1C=CS2)/C=C/C(=O)OCC (ethyl (2E)-3-(4-hydroxy-1-benzothiophen-7-yl)prop-2-enoate). The reagents and catalysts are [C].[Pd] (Palladium carbon). Run in C(C)O (ethanol). Reaction conditions: temperature 25 celsius, time 8 hour. Yields the product OC1=CC=C(C2=C1C=CS2)CCC(=O)OCC (Ethyl 3-(4-hydroxy-1-benzothiophen-7-yl)propanoate). RXN SMILES: [OH:1][C:2]1[C:7]2[CH:8]=[CH:9][S:10][C:6]=2[C:5](/[CH:11]=[CH:12]/[C:13]([O:15][CH2:16][CH3:17])=[O:14])=[CH:4][CH:3]=1>[C].[Pd].C(O)C>[OH:1][C:2]1[C:7]2[CH:8]=[CH:9][S:10][C:6]=2[C:5]([CH2:11][CH2:12][C:13]([O:15][CH2:16][CH3:17])=[O:14])=[CH:4][CH:3]=1 |f:1.2|. Procedure: Into a 100-mL round-bottom flask purged and maintained with an inert atmosphere of H2, was placed ethyl (2E)-3-(4-hydroxy-1-benzothiophen-7-yl)prop-2-enoate (200 mg, 0.68 mmol, 1.00 equiv, 85%), Palladium carbon (100 mg), ethanol (4 mL). The resulting solution was stirred overnight at 25° C. The solids were filtered out. The resulting mixture was concentrated under vacuum. The residue was purified by thin layer chromatography developed with ethyl acetate/petroleum ether (1:5). This resulted in 1... Isolated yield 91.0%. Procedure: The compound 4-chloromethyl 1-(4-iodophenyl)imidazole 1-3 (0.780 g, 2.45 mmol) was dissolved in DMF (10 mL). To the solution, NaN3 (0.520 g, 8.00 mmol) was added. After being stirred at room temperature overnight, water and EtOAc were added. The organic layer was separated, dried over Na2SO4, concentrated in vacuo to give 4-azidomethyl 1-(4-iodophenyl)imidazole 1-4 as a solid (0.725 g). MS 326.0 (M+H) Solvent: CN(C)C=O (DMF). RXN SMILES: Cl[CH2:2][C:3]1[N:4]=[CH:5][N:6]([C:8]2[CH:13]=[CH:12][C:11]([I:14])=[CH:10][CH:9]=2)[CH:7]=1.[N-:15]=[N+:16]=[N-:17].[Na+].O.CCOC(C)=O>CN(C=O)C>[N:15]([CH2:2][C:3]1[N:4]=[CH:5][N:6]([C:8]2[CH:13]=[CH:12][C:11]([I:14])=[CH:10][CH:9]=2)[CH:7]=1)=[N+:16]=[N-:17] |f:1.2|. The product is N(=[N+]=[N-])CC=1N=CN(C1)C1=CC=C(C=C1)I (4-azidomethyl 1-(4-iodophenyl)imidazole). The reactants are ClCC=1N=CN(C1)C1=CC=C(C=C1)I (4-chloromethyl 1-(4-iodophenyl)imidazole), O (water), CCOC(=O)C (EtOAc), [N-]=[N+]=[N-].[Na+] (NaN3). Reaction conditions: time 8 hour. Reactants: N#Cc1ccc2c(c1)CNCC2, CN1CCN(c2cc(Cl)nc(N)n2)CC1. Yields the product CN1CCN(c2cc(N3CCc4ccc(C#N)cc4C3)nc(N)n2)CC1. RXN SMILES: [CH2:16]1[NH:17][CH2:18][CH2:19][c:20]2[cH:21][cH:22][c:23]([C:26]#[N:27])[cH:24][c:25]21.[Cl:1][c:2]1[n:3][c:4]([NH2:15])[n:5][c:6]([N:8]2[CH2:9][CH2:10][N:11]([CH3:14])[CH2:12][CH2:13]2)[cH:7]1>>[c:2]1([N:17]2[CH2:16][c:25]3[c:20]([cH:21][cH:22][c:23]([C:26]#[N:27])[cH:24]3)[CH2:19][CH2:18]2)[n:3][c:4]([NH2:15])[n:5][c:6]([N:8]2[CH2:9][CH2:10][N:11]([CH3:14])[CH2:12][CH2:13]2)[cH:7]1.